Dataset: the Open Reaction Database (ORD), a public repository of structured organic reaction records. Task: describe an organic reaction: reactants, conditions, products, and yield The reactants are Br.ClC1=C(C=C(C=C1)C1(SN=C2C1=NCN2)O)S(N(C)C)(=O)=O (3-(4-chloro-3-dimethylsulfamoylphenyl)-3-hydroxy-2,3,5,6-tetrahydro-imidazo[2,1-]thiazol-hydrobromide), C([O-])(O)=O.[Na+] (sodium bicarbonate). Solvent: O (water), O (water). Reaction conditions: time 15 minute. Yields the product ClC1=C(C=C(C=C1)C1(SN=C2C1=NCN2)O)S(N(C)C)(=O)=O (3-(4-Chloro-3-dimethylsulfamoylphenyl)-3-hydroxy-2,3,5,6-tetra-hydro-imidazo[2,1-]thiazole). As a reaction SMILES: Br.[Cl:2][C:3]1[CH:8]=[CH:7][C:6]([C:9]2([OH:17])[C:13]3=[N:14][CH2:15][NH:16][C:12]3=[N:11][S:10]2)=[CH:5][C:4]=1[S:18](=[O:23])(=[O:22])[N:19]([CH3:21])[CH3:20].C(=O)(O)[O-].[Na+]>O>[Cl:2][C:3]1[CH:8]=[CH:7][C:6]([C:9]2([OH:17])[C:13]3=[N:14][CH2:15][NH:16][C:12]3=[N:11][S:10]2)=[CH:5][C:4]=1[S:18](=[O:22])(=[O:23])[N:19]([CH3:20])[CH3:21] |f:0.1,2.3|. Procedure details: 7.3 g of 3-(4-chloro-3-dimethylsulfamoylphenyl)-3-hydroxy-2,3,5,6-tetrahydro-imidazo[2,1-]thiazol-hydrobromide were dissolved in 100 ml of water at 35° - 40° C. After adding a solution of 6 g of sodium bicarbonate in 200 ml of water, the mixture was stirred for 15 minutes at room temperature and the end product was filtered off. Colorless crystals, melting point: 154° C (decomposition). The reactants are II (iodine), CC1=CC=C(C=C1)S(=O)(=O)N1N=CC=C1 (1-[(4-methylphenyl)sulfonyl]-1H-pyrazole), C(C)(C)(C)[Li] (tert butyl lithium), CCCCC (pentane), [Cl-].[NH4+] (ammonium chloride). Run in C1CCOC1 (THF), C1CCOC1 (THF). Reaction conditions: time 30 minute. The product is IC1=CC=NN1S(=O)(=O)C1=CC=C(C=C1)C (5-iodo-1-[(4-methylphenyl)sulfonyl]-1H-pyrazole). Isolated yield 30.6%. As a reaction SMILES: [CH3:1][C:2]1[CH:7]=[CH:6][C:5]([S:8]([N:11]2[CH:15]=[CH:14][CH:13]=[N:12]2)(=[O:10])=[O:9])=[CH:4][CH:3]=1.C([Li])(C)(C)C.CCCCC.[I:26]I.[Cl-].[NH4+]>C1COCC1>[I:26][C:15]1[N:11]([S:8]([C:5]2[CH:6]=[CH:7][C:2]([CH3:1])=[CH:3][CH:4]=2)(=[O:10])=[O:9])[N:12]=[CH:13][CH:14]=1 |f:4.5|. Reported procedure: A solution of 1-[(4-methylphenyl)sulfonyl]-1H-pyrazole (2.0 g, 9.0 mmol) in THF (50 ml) was cooled to −78 C under a nitrogen atmosphere. To this was added tert butyl lithium (5.9 ml) in pentane (1.7M, 10 mmol). After 10 minutes iodine (2.53 g, 10 mmol) in THF (10 ml) was added and the reaction mixture was stirred for a further 30 minutes before allowing to warm to ambient temperature followed by stirring for 12 hours. A saturated solution of ammonium chloride was added and the mixture was partit... Starting materials: C(C)(C)(C)OC(=O)N1[C@H]([C@@H](C[C@H]1[C@H](C[C@@H](C(C)C)COCC1=CC=CC=C1)O)C(C)C)C1=CC(=C(C=C1)OC)OCCCOC ((2R,3S,5S)-5-((1S,3S)-3-Benzyloxymethyl-1-hydroxy-4-methyl-pentyl)-3-isopropyl-2-[4-methoxy-3-(3 methoxy-propoxy)-phenyl]pyrrolidine-1-carboxylic acid tert-butyl ester), [Na] (sodium), C1(=CC=CC=C1)C (toluene), [Cl-].[NH4+] (ammonium chloride). Solvent: O1CCCC1 (tetrahydrofuran), N (ammonia), O1CCCC1 (tetrahydrofuran), O (water), C(C)(=O)O (acetic acid). Run at time 3 hour. The product is C(C)(C)(C)OC(N[C@H]([C@H](C[C@@H](C(C)C)CO)O)C[C@@H](C(C)C)CC1=CC(=C(C=C1)OC)OCCCOC)=O (((1S,2S,4S)-2-Hydroxy-4-hydroxymethyl-1-{(S)-2-[4-methoxy-3-(3-methoxy-propoxy)-benzyl]-3-methyl-butyl}-5-methyl-hexyl)-carbamic acid tert-butyl ester). Isolated yield 88.4%. As a reaction SMILES: [C:1]([O:5][C:6]([N:8]1[C@H:12]([C@@H:13]([OH:28])[CH2:14][C@H:15]([CH2:19][O:20]CC2C=CC=CC=2)[CH:16]([CH3:18])[CH3:17])[CH2:11][C@@H:10]([CH:29]([CH3:31])[CH3:30])[C@@H:9]1[C:32]1[CH:37]=[CH:36][C:35]([O:38][CH3:39])=[C:34]([O:40][CH2:41][CH2:42][CH2:43][O:44][CH3:45])[CH:33]=1)=[O:7])([CH3:4])([CH3:3])[CH3:2].[Na].[Cl-].[NH4+].C1(C)C=CC=CC=1>O1CCCC1.N.O.C(O)(=O)C>[C:1]([O:5][C:6](=[O:7])[NH:8][C@@H:12]([CH2:11][C@H:10]([CH2:9][C:32]1[CH:37]=[CH:36][C:35]([O:38][CH3:39])=[C:34]([O:40][CH2:41][CH2:42][CH2:43][O:44][CH3:45])[CH:33]=1)[CH:29]([CH3:31])[CH3:30])[C@@H:13]([OH:28])[CH2:14][C@H:15]([CH2:19][OH:20])[CH:16]([CH3:17])[CH3:18])([CH3:4])([CH3:2])[CH3:3] |f:2.3,^1:45|. Reported procedure: A solution of 1.0 g of the pyrrolidine 8 in 2.5 mL of tetrahydrofuran is added to a mixture of 0.37 g of sodium in 5 mL of ammonia and 2.5 mL of tetrahydrofuran at −50° C. The mixture is stirred for 3 h then 2.56 g of ammonium chloride is added and the mixture allowed to warm to r.t. To the mixture is then added 40 mL of toluene, 1.9 g of acetic acid and 25 mL of water. The phases are separated and the aqueous phase is back-extracted with 25 mL of toluene. The combined organic phases are then wa... Starting materials: BrC1=CC2=C(C=3N=C(SC3CCO2)C=2N(N=C(N2)C)C(C)C)C=C1 (8-Bromo-2-(2-isopropyl-5-methyl-2H-[1,2,4]triazol-3-yl)-4,5-dihydro-6-oxa-3-thia-1-aza-benzo[e]azulene), CC1(OB(OC1(C)C)C=1C=NN(C1)C1CN(C1)C(=O)OC(C)(C)C)C (tert-butyl 3-(4-(4,4,5,5-tetramethyl-1,3,2-dioxaborolan-2-yl)-1H-pyrazol-1-yl)azetidine-1-carboxylate). Product: N1CC(C1)N1N=CC(=C1)C1=CC2=C(C=3N=C(SC3CCO2)C=2N(N=C(N2)C)C(C)C)C=C1 (8-(1-Azetidin-3-yl-1H-pyrazol-4-yl)-2-(2-isopropyl-5-methyl-2H-[1,2,4]triazol-3-yl)-4,5-dihydro-6-oxa-3-thia-1-aza-benzo[e]azulene). As a reaction SMILES: Br[C:2]1[CH:24]=[CH:23][C:5]2[C:6]3[N:7]=[C:8]([C:14]4[N:15]([CH:20]([CH3:22])[CH3:21])[N:16]=[C:17]([CH3:19])[N:18]=4)[S:9][C:10]=3[CH2:11][CH2:12][O:13][C:4]=2[CH:3]=1.CC1(C)C(C)(C)OB([C:33]2[CH:34]=[N:35][N:36]([CH:38]3[CH2:41][N:40](C(OC(C)(C)C)=O)[CH2:39]3)[CH:37]=2)O1>>[NH:40]1[CH2:41][CH:38]([N:36]2[CH:37]=[C:33]([C:2]3[CH:24]=[CH:23][C:5]4[C:6]5[N:7]=[C:8]([C:14]6[N:15]([CH:20]([CH3:22])[CH3:21])[N:16]=[C:17]([CH3:19])[N:18]=6)[S:9][C:10]=5[CH2:11][CH2:12][O:13][C:4]=4[CH:3]=3)[CH:34]=[N:35]2)[CH2:39]1. Reported procedure: Similarly to as described in General Procedure C, 8-Bromo-2-(2-isopropyl-5-methyl-2H-[1,2,4]triazol-3-yl)-4,5-dihydro-6-oxa-3-thia-1-aza-benzo[e]azulene was reacted with tert-butyl 3-(4-(4,4,5,5-tetramethyl-1,3,2-dioxaborolan-2-yl)-1H-pyrazol-1-yl)azetidine-1-carboxylate. Removal of the tertbutoxycarbonyl protecting group was accomplished with trifluoroacetic acid in dichloromethane. Purification of the crude reaction mixture by reverse phase HPLC gave 406. LCMS: 448.2 The reactants are CCNC(=O)c1ccsc1, C1CCOC1, C1CCCCC1, CN(C)CCN(C)C, [Li]C(C)CC, ClC(Cl)(Cl)C(Cl)(Cl)Cl. Product: CCNC(=O)c1ccsc1Cl. Reaction SMILES: [CH2:12]([CH3:13])[NH:14][C:15](=[O:16])[c:17]1[cH:18][s:19][cH:20][cH:21]1.[CH2:38]1[O:39][CH2:40][CH2:41][CH2:42]1.[CH2:6]1[CH2:7][CH2:8][CH2:9][CH2:10][CH2:11]1.[CH3:22][N:23]([CH3:24])[CH2:25][CH2:26][N:27]([CH3:28])[CH3:29].[CH:1]([Li:2])([CH2:3][CH3:4])[CH3:5].[Cl:30][C:31]([C:32]([Cl:33])([Cl:34])[Cl:35])([Cl:36])[Cl:37]>>[CH2:12]([CH3:13])[NH:14][C:15](=[O:16])[c:17]1[c:18]([Cl:30])[s:19][cH:20][cH:21]1.